describe an organic reaction: reactants, conditions, products, and yield From a dataset of the Open Reaction Database (ORD), a public repository of structured organic reaction records. The reactants are CN[C@@H]1CC[C@H](CC1)C1=CC=CC=C1 (trans-N-methyl-4-phenylcyclohexylamine), ClC1=CC=C(C(=O)Cl)C=C1 (4-chlorobenzoylchloride). The product is ClC1=CC=C(C(=O)N(C)[C@@H]2CC[C@H](CC2)C2=CC=CC=C2)C=C1 (trans-N-(4-chlorobenzoyl)-N-methyl-4-phenylcyclohexylamine). RXN SMILES: [CH3:1][NH:2][C@H:3]1[CH2:8][CH2:7][C@H:6]([C:9]2[CH:14]=[CH:13][CH:12]=[CH:11][CH:10]=2)[CH2:5][CH2:4]1.[Cl:15][C:16]1[CH:24]=[CH:23][C:19]([C:20](Cl)=[O:21])=[CH:18][CH:17]=1>>[Cl:15][C:16]1[CH:24]=[CH:23][C:19]([C:20]([N:2]([C@H:3]2[CH2:4][CH2:5][C@H:6]([C:9]3[CH:10]=[CH:11][CH:12]=[CH:13][CH:14]=3)[CH2:7][CH2:8]2)[CH3:1])=[O:21])=[CH:18][CH:17]=1. Procedure details: from trans-N-methyl-4-phenylcyclohexylamine and 4-chlorobenzoylchloride. Melting point: 138°-140° C. Reactants: O1CCCC=C1 (3,4-Dihydro-2H-pyran), BrCCCCO (4-Bromo-1-butanol). The reagents and catalysts are O.C1(=CC=C(C=C1)S(=O)(=O)O)C (p-toluenesulfonic acid monohydrate). Solvent: ClCCl (dichloromethane). The product is BrCCCCOC1OCCCC1 (2-(4-Bromobutoxy)-tetrahydro-2H-pyran). The yield is 92.3%. RXN SMILES: [O:1]1[CH:6]=[CH:5][CH2:4][CH2:3][CH2:2]1.[Br:7][CH2:8][CH2:9][CH2:10][CH2:11][OH:12]>O.C1(C)C=CC(S(O)(=O)=O)=CC=1.ClCCl>[Br:7][CH2:8][CH2:9][CH2:10][CH2:11][O:12][CH:6]1[CH2:5][CH2:4][CH2:3][CH2:2][O:1]1 |f:2.3|. Reported procedure: 3,4-Dihydro-2H-pyran (8.5 mL, 90.96 mmol) was added dropwise to the dichloromethane (20 mL) solution of 1 (10.7 g, 69.93 mmol) and p-toluenesulfonic acid monohydrate (26.5 mg, 0.1372 mmol). The mixture was stirred at room temperature over night. After removing the solvent, the residue was purified by flash chromatography on silica gel with 5:1 hexanes/ethyl acetate as the eluent to yield product 2 as a colorless oil (15.3 g, 92%). 1H NMR (400 MHz, CDCl3): δ 1.48-1.62 (m, 4H), 1.68-1.85 (m, 4H), ... Starting materials: 44, C([O-])([O-])=O.[Na+].[Na+] (sodium carbonate), O (water), C(C)(=O)O (acetic acid), C(C)(C)C1=CC=C(C(=O)C2=CC=C(C=C2)[N+](=O)[O-])C=C1 (4-isopropyl-4'-nitrobenzophenone). Reagents/catalysts: [Fe] (iron). Run in C(C)O (ethanol), C(C)O (ethanol). Reaction conditions: temperature 95 celsius, time 1 hour. Product: C(C)(C)C1=CC=C(C(=O)C2=CC=C(C=C2)N)C=C1 (4-isopropyl- 4'-aminobenzophenone). Reaction SMILES: O.C(O)(=O)C.[CH:6]([C:9]1[CH:25]=[CH:24][C:12]([C:13]([C:15]2[CH:20]=[CH:19][C:18]([N+:21]([O-])=O)=[CH:17][CH:16]=2)=[O:14])=[CH:11][CH:10]=1)([CH3:8])[CH3:7].C(=O)([O-])[O-].[Na+].[Na+]>[Fe].C(O)C>[CH:6]([C:9]1[CH:25]=[CH:24][C:12]([C:13]([C:15]2[CH:20]=[CH:19][C:18]([NH2:21])=[CH:17][CH:16]=2)=[O:14])=[CH:11][CH:10]=1)([CH3:8])[CH3:7] |f:3.4.5|. Procedure: 800 parts of water, 250 parts of iron chips and 28 parts of acetic acid are initially introduced, and the mixture is heated to 95° C. and stirred for 1 hour at 95° C. It is then cooled to 90° C., 800 parts of ethanol are added, and 55 parts of 4-isopropyl-4'-nitrobenzophenone are added in a solid form in small portions in the course of 30 minutes. The mixture is heated for 8 hours under reflux, its pH is adjusted to 9 by means of 44 parts of sodium carbonate solution, 600 parts of ethanol are ad...